From a dataset of the Open Reaction Database (ORD), a public repository of structured organic reaction records. describe an organic reaction: reactants, conditions, products, and yield Starting materials: ClCc1ccc(Br)s1, CCOP(OCC)OCC. Yields the product CCOP(=O)(Cc1ccc(Br)s1)OCC. Reaction SMILES: [Br:1][c:2]1[s:3][c:4]([CH2:7][Cl:8])[cH:5][cH:6]1.[CH2:9]([CH3:10])[O:11][P:12]([O:13][CH2:14][CH3:15])[O:16][CH2:17][CH3:18]>>[Br:1][c:2]1[s:3][c:4]([CH2:7][P:12]([O:11][CH2:9][CH3:10])([O:13][CH2:14][CH3:15])=[O:16])[cH:5][cH:6]1. Starting materials: C1CCOC1, CCOC(=O)C[Si](C)(C)C, C[Si](C)(C)[N-][Si](C)(C)C, O=C(c1ccc(O)cc1)c1ccc(F)cc1, [Li+]. Product: CCOC(=O)C=C(c1ccc(O)cc1)c1ccc(F)cc1. Reaction SMILES: [CH2:37]1[O:38][CH2:39][CH2:40][CH2:41]1.[CH3:11][Si:12]([CH3:13])([CH3:14])[CH2:15][C:16](=[O:17])[O:18][CH2:19][CH3:20].[CH3:1][Si:2]([CH3:3])([CH3:4])[N-:5][Si:6]([CH3:7])([CH3:8])[CH3:9].[F:21][c:22]1[cH:23][cH:24][c:25]([C:28](=[O:29])[c:30]2[cH:31][cH:32][c:33]([OH:36])[cH:34][cH:35]2)[cH:26][cH:27]1.[Li+:10]>>[CH:15]([C:16](=[O:17])[O:18][CH2:19][CH3:20])=[C:28]([c:25]1[cH:24][cH:23][c:22]([F:21])[cH:27][cH:26]1)[c:30]1[cH:31][cH:32][c:33]([OH:36])[cH:34][cH:35]1. Reactants: ClC=1N=CC(=C2C=CC(=NC12)C)I (8-chloro-5-iodo-2-methyl-[1,7]naphthyridine), COC=1C=C(C=CC1)B(O)O (3-methoxyphenylboronic acid), NC=1SC=C(N1)C (2-amino-4-methylthiazole). Product: COC=1C=C(C=CC1)C1=C2C=CC(=NC2=C(N=C1)NC=1SC=C(N1)C)C ([5-(3-Methoxy-phenyl)-2-methyl-[1,7]naphthyridin-8-yl]-(4-methyl-thiazol-2-yl)-amine). Reaction SMILES: Cl[C:2]1[N:3]=[CH:4][C:5](I)=[C:6]2[C:11]=1[N:10]=[C:9]([CH3:12])[CH:8]=[CH:7]2.[CH3:14][O:15][C:16]1[CH:17]=[C:18](B(O)O)[CH:19]=[CH:20][CH:21]=1.[NH2:25][C:26]1[S:27][CH:28]=[C:29]([CH3:31])[N:30]=1>>[CH3:14][O:15][C:16]1[CH:17]=[C:18]([C:5]2[CH:4]=[N:3][C:2]([NH:25][C:26]3[S:27][CH:28]=[C:29]([CH3:31])[N:30]=3)=[C:11]3[C:6]=2[CH:7]=[CH:8][C:9]([CH3:12])=[N:10]3)[CH:19]=[CH:20][CH:21]=1. Reported procedure: The title compound, MS: m/e=363.2 (M+H+), was prepared in accordance with the general method of example 15 step 1 and step 3 from 8-chloro-5-iodo-2-methyl-[1,7]naphthyridine (Example I), 3-methoxyphenylboronic acid and 2-amino-4-methylthiazole.